This data is from the Open Reaction Database (ORD), a public repository of structured organic reaction records. The task is: describe an organic reaction: reactants, conditions, products, and yield Starting materials: FC=1C=C(C=CC1)C1=C2/C(/C(NC2=CC=C1)=O)=C/C=1NC(=CC1C(=O)O)C (2-[4-(3-Fluoro-phenyl)-2-oxo-1,2-dihydro-indol-(3Z)-ylidenemethyl]-5-methyl-1H-pyrrole-3-carboxylic acid), C(CCl)Cl (EDC), TEA, C1(CC1)NC(=O)[C@H]1CNCCC1 ((R)-piperidine-3-carboxylic acid cyclopropylamide), C=1C=CC2=C(C1)N=NN2O (HOBt). Solvent: CN(C)C=O (DMF). Product: C1(CC1)NC(=O)[C@H]1CN(CCC1)C(=O)C1=C(NC(=C1)C)\C=C\1/C(NC2=CC=CC(=C12)C1=CC(=CC=C1)F)=O ((R)-1-{2-[4-(3-Fluoro-phenyl)-2-oxo-1,2-dihydro-indol-(3Z)-ylidenemethyl]-5-methyl-1H-pyrrole-3-carbonyl}-piperidine-3-carboxylic Acid Cyclopropylamide). Yield: 37.1%. As a reaction SMILES: [F:1][C:2]1[CH:3]=[C:4]([C:8]2[CH:16]=[CH:15][CH:14]=[C:13]3[C:9]=2/[C:10](=[CH:18]/[C:19]2[NH:20][C:21]([CH3:27])=[CH:22][C:23]=2[C:24](O)=[O:25])/[C:11](=[O:17])[NH:12]3)[CH:5]=[CH:6][CH:7]=1.[CH:28]1([NH:31][C:32]([C@@H:34]2[CH2:39][CH2:38][CH2:37][NH:36][CH2:35]2)=[O:33])[CH2:30][CH2:29]1.C1C=CC2N(O)N=NC=2C=1.C(Cl)CCl>CN(C=O)C>[CH:28]1([NH:31][C:32]([C@@H:34]2[CH2:39][CH2:38][CH2:37][N:36]([C:24]([C:23]3[CH:22]=[C:21]([CH3:27])[NH:20][C:19]=3/[CH:18]=[C:10]3\[C:11](=[O:17])[NH:12][C:13]4[C:9]\3=[C:8]([C:4]3[CH:5]=[CH:6][CH:7]=[C:2]([F:1])[CH:3]=3)[CH:16]=[CH:15][CH:14]=4)=[O:25])[CH2:35]2)=[O:33])[CH2:30][CH2:29]1. Reported procedure: 2-[4-(3-Fluoro-phenyl)-2-oxo-1,2-dihydro-indol-(3Z)-ylidenemethyl]-5-methyl-1H-pyrrole-3-carboxylic acid (108 mg, 0.3 mmol) was coupled with (R)-piperidine-3-carboxylic acid cyclopropylamide (69.3 mg, 1.5 eq.), HOBt (40.5 mg, 1 eq.), EDC (86 mg, 1.5 eq.) and TEA (0.06 mL) in DMF (1 mL) to give 57 mg (37%) of the titled compound. Procedure: A mixture of 1-(tert-butoxycarbonyl)-L-proline (39 mg, 0.18 mmol), 1-[2-(1H-tetraazol-1-yl)-5-(trifluoromethyl)phenyl]methanamine (42 mg, 0.17 mmol), EDC (49 mg, 0.26 mmol) and HOAt (12 mg, 0.09 mmol) in DMF (1 mL) was stirred at room temperature for 2 h. The crude product was purified by reverse phase HPLC followed by neutralization of an aqueous slurry of the compound with saturated aqueous K2CO3 and repeated extraction of the resulting aqueous mixture with EtOAc (the aqueous layer was saturat... The product is C(C)(C)(C)OC(=O)N1[C@H](C(=O)NCC2=C(C=CC(=C2)C(F)(F)F)N2N=NN=C2)CCC1 (1-(tert-Butoxycarbonyl)-N-[2-(1H-tetraazol-1-yl)-5(trifluoromethyl)benzyl]-L-prolinamide). The reactants are C(C)(C)(C)OC(=O)N1[C@H](C(=O)O)CCC1 (1-(tert-butoxycarbonyl)-L-proline), N1(N=NN=C1)C1=C(C=C(C=C1)C(F)(F)F)CN (1-[2-(1H-tetraazol-1-yl)-5-(trifluoromethyl)phenyl]methanamine), C(CCl)Cl (EDC), C1=CC2=C(N=C1)N(N=N2)O (HOAt). Run at time 2 hour. The solvent is CN(C)C=O (DMF). Reaction SMILES: [C:1]([O:5][C:6]([N:8]1[CH2:15][CH2:14][CH2:13][C@H:9]1[C:10]([OH:12])=O)=[O:7])([CH3:4])([CH3:3])[CH3:2].[N:16]1([C:21]2[CH:26]=[CH:25][C:24]([C:27]([F:30])([F:29])[F:28])=[CH:23][C:22]=2[CH2:31][NH2:32])[CH:20]=[N:19][N:18]=[N:17]1.C(Cl)CCl.C1C=NC2N(O)N=NC=2C=1>CN(C=O)C>[C:1]([O:5][C:6]([N:8]1[CH2:15][CH2:14][CH2:13][C@H:9]1[C:10]([NH:32][CH2:31][C:22]1[CH:23]=[C:24]([C:27]([F:28])([F:29])[F:30])[CH:25]=[CH:26][C:21]=1[N:16]1[CH:20]=[N:19][N:18]=[N:17]1)=[O:12])=[O:7])([CH3:2])([CH3:3])[CH3:4].